Dataset: the Open Reaction Database (ORD), a public repository of structured organic reaction records. Task: describe an organic reaction: reactants, conditions, products, and yield RXN SMILES: [C:17]([CH3:18])(=[O:19])[O:20][C:21](=[O:22])[CH3:23].[CH2:1]([CH3:2])[S:3](=[O:4])(=[O:5])[c:6]1[c:7]([C:8]#[N:9])[cH:10][c:11]([N+:14]([O-:15])=[O:16])[cH:12][cH:13]1>>[CH2:1]([CH3:2])[S:3](=[O:4])(=[O:5])[c:6]1[c:7]([C:8]#[N:9])[cH:10][c:11]([NH:14][C:17]([CH3:18])=[O:19])[cH:12][cH:13]1. The product is CCS(=O)(=O)c1ccc(NC(C)=O)cc1C#N. The reactants are CC(=O)OC(C)=O, CCS(=O)(=O)c1ccc([N+](=O)[O-])cc1C#N. Starting materials: [Li+].CC(C)[N-]C(C)C (LDA), C(CC)(=O)OOC1=C(C=CC=C1C)C (2,6-dimethylphenoxy propionate), C1CCOC1 (THF), [Si](C)(C)(C(C)(C)C)OCCC[C@H]([C@@H](C=O)C)OCC1=CC=C(C=C1)OC ((2S,3R)-6-(tert-Butyldimethylsilanyloxy)-3-(4-methoxybenzyloxy)-2-methylhexanal), C1CCOC1 (THF). Run at temperature -78 celsius, time 1 hour. Yields the product [Si](C)(C)(C(C)(C)C)OCCC[C@H]([C@@H]([C@H]([C@H](C(=O)OC1=C(C=CC=C1C)C)C)O)C)OCC1=CC=C(C=C1)OC ((2R,3R,4R,5R)-8-(tert-Butyldimethylsilanyloxy)-3-hydroxy-5-(4-methoxybenzyloxy) -2,4-dimethyloctanoic acid, 2,6-dimethylphenyl ester). Reaction SMILES: [Li+].CC([N-]C(C)C)C.C(O[O:14][C:15]1[C:20]([CH3:21])=[CH:19][CH:18]=[CH:17][C:16]=1[CH3:22])(=O)CC.[Si:23]([O:30][CH2:31][CH2:32][CH2:33][C@@H:34]([O:39][CH2:40][C:41]1[CH:46]=[CH:45][C:44]([O:47][CH3:48])=[CH:43][CH:42]=1)[C@H:35]([CH3:38])[CH:36]=[O:37])([C:26]([CH3:29])([CH3:28])[CH3:27])([CH3:25])[CH3:24].[CH2:49]1C[O:52][CH2:51][CH2:50]1>>[Si:23]([O:30][CH2:31][CH2:32][CH2:33][C@@H:34]([O:39][CH2:40][C:41]1[CH:42]=[CH:43][C:44]([O:47][CH3:48])=[CH:45][CH:46]=1)[C@H:35]([CH3:38])[C@@H:36]([OH:37])[C@@H:50]([CH3:49])[C:51]([O:14][C:15]1[C:16]([CH3:22])=[CH:17][CH:18]=[CH:19][C:20]=1[CH3:21])=[O:52])([C:26]([CH3:29])([CH3:28])[CH3:27])([CH3:25])[CH3:24] |f:0.1|. Procedure details: LDA (2M in THF, 3.1 mL, 6.2 mmol) was added to a solution of 2,6-dimethylphenoxy propionate (1.10 g, 6.2 mmol) in anhydrous THF (12.4 mL) at −78° C., followed by stirring for 1 h at −78° C. The crude aldehyde 27 (4.1 mmol) from above dissolved in anhydrous THF (10 mL) was added slowly at −78° C. After 2 h at room temperature, the mixture was quenched with saturated aqueous NH4Cl (10 mL) and extracted with CH2Cl2 (3×10 mL). The combined organic layer was dried over anhydrous MgSO4, evaporated and... The reactants are C(C)C=1C=C(C=CC1CC)C[C@H](C(=O)O)NC(=O)N1CCC(CC1)N1C(NC2=C(CC1)C=CC=C2)=O ((R)-3-(3,4-diethyl-phenyl)-2-{[4-(2-oxo-1,2,4,5-tetrahydro-1,3-benzodiazepin-3-yl)-piperidine-1-carbonyl]-amino}-propionic acid), CN(CC1=CC2=C(CCNCC2)C=C1)C (dimethyl-(2,3,4,5-tetrahydro-1H-3-benzazepin-7-ylmethyl)-amine). Product: C(C)C=1C=C(C[C@H](C(=O)N2CCC3=C(CC2)C=CC(=C3)CN(C)C)NC(=O)N3CCC(CC3)N3C(NC2=C(CC3)C=CC=C2)=O)C=CC1CC (4-(2-oxo-1,2,4,5-tetrahydro-1,3-benzodiazepin-3-yl)-piperidine-1-carboxylic acid [(R)-1-(3,4-diethyl-benzyl)-2-(7-dimethylaminomethyl-1,2,4,5-tetrahydro-3-benzazepin-3-yl)-2-oxo-ethyl]-amide). RXN SMILES: [CH2:1]([C:3]1[CH:4]=[C:5]([CH2:11][C@@H:12]([NH:16][C:17]([N:19]2[CH2:24][CH2:23][CH:22]([N:25]3[CH2:31][CH2:30][C:29]4[CH:32]=[CH:33][CH:34]=[CH:35][C:28]=4[NH:27][C:26]3=[O:36])[CH2:21][CH2:20]2)=[O:18])[C:13](O)=[O:14])[CH:6]=[CH:7][C:8]=1[CH2:9][CH3:10])[CH3:2].[CH3:37][N:38]([CH3:51])[CH2:39][C:40]1[CH:50]=[CH:49][C:43]2[CH2:44][CH2:45][NH:46][CH2:47][CH2:48][C:42]=2[CH:41]=1>>[CH2:1]([C:3]1[CH:4]=[C:5]([CH:6]=[CH:7][C:8]=1[CH2:9][CH3:10])[CH2:11][C@@H:12]([NH:16][C:17]([N:19]1[CH2:20][CH2:21][CH:22]([N:25]2[CH2:31][CH2:30][C:29]3[CH:32]=[CH:33][CH:34]=[CH:35][C:28]=3[NH:27][C:26]2=[O:36])[CH2:23][CH2:24]1)=[O:18])[C:13]([N:46]1[CH2:45][CH2:44][C:43]2[CH:49]=[CH:50][C:40]([CH2:39][N:38]([CH3:51])[CH3:37])=[CH:41][C:42]=2[CH2:48][CH2:47]1)=[O:14])[CH3:2]. Reported procedure: Prepared analogously to Example 34 from (R)-3-(3,4-diethyl-phenyl)-2-{[4-(2-oxo-1,2,4,5-tetrahydro-1,3-benzodiazepin-3-yl)-piperidine-1-carbonyl]-amino}-propionic acid and dimethyl-(2,3,4,5-tetrahydro-1H-3-benzazepin-7-ylmethyl)-amine. The reactants are alkali metal salts, C1=CC(=CC=C1C(=O)N[C@@H](CCC(=O)O)C(=O)O)NCCC2=CN=C3C(=N2)C(=O)N=C(N3)N (homofolic acid), [H][H] (hydrogen). Reagents/catalysts: [Pt]=O (platinum oxide). The product is C1=CC(=CC=C1C(=O)NC(CCC(=O)O)C(=O)O)NCC[C@H]2CNC3=C(C(=NC(=N3)N)O)N2 (tetrahydrohomofolate). As a reaction SMILES: [CH:1]1[C:6]([C:7]([NH:9][C@H:10]([C:16]([OH:18])=[O:17])[CH2:11][CH2:12][C:13]([OH:15])=[O:14])=[O:8])=[CH:5][CH:4]=[C:3]([NH:19][CH2:20][CH2:21][C:22]2[N:27]=[C:26]3[C:28]([N:30]=[C:31]([NH2:33])[NH:32][C:25]3=[N:24][CH:23]=2)=[O:29])[CH:2]=1.[H][H]>[Pt]=O>[CH:5]1[C:6]([C:7]([NH:9][CH:10]([C:16]([OH:18])=[O:17])[CH2:11][CH2:12][C:13]([OH:15])=[O:14])=[O:8])=[CH:1][CH:2]=[C:3]([NH:19][CH2:20][CH2:21][C@@H:22]2[NH:27][C:26]3[C:28]([OH:29])=[N:30][C:31]([NH2:33])=[N:32][C:25]=3[NH:24][CH2:23]2)[CH:4]=1. Reported procedure: The preparation of N5 -methyltetrahydrohomofolic acid and alkali metal salts thereof is from homofolic acid starting material (HFA) by catalytic reduction with platinum oxide in the dark under hydrogen at a slight overpressure to produce tetrahydrohomofolate (THHF), them immediately reacting this product with formaldehyde to produce 5,11-methylenetetrahydrohomofolate and reducing this methylene intermediate without isolation with sodium borohydride to give the desired 5-methyltetrahydrohomofolat...